This data is from the Open Reaction Database (ORD), a public repository of structured organic reaction records. The task is: describe an organic reaction: reactants, conditions, products, and yield The reactants are ClCCl, COC(=O)c1sc(-c2cccc(NC3CC(C)(C)CC(C)(C)C3)c2)c(Br)c1OCC(=O)O, Cl, NCC(N)=O. Product: COC(=O)c1sc(-c2cccc(NC3CC(C)(C)CC(C)(C)C3)c2)c(Br)c1OCC(=O)NCC(N)=O. Reaction SMILES: [CH2:39]([Cl:40])[Cl:41].[CH3:1][O:2][C:3](=[O:4])[c:5]1[s:6][c:7](-[c:16]2[cH:17][c:18]([NH:22][CH:23]3[CH2:24][C:25]([CH3:31])([CH3:32])[CH2:26][C:27]([CH3:29])([CH3:30])[CH2:28]3)[cH:19][cH:20][cH:21]2)[c:8]([Br:15])[c:9]1[O:10][CH2:11][C:12](=[O:13])[OH:14].[ClH:33].[NH2:34][CH2:35][C:36]([NH2:37])=[O:38]>>[CH3:1][O:2][C:3](=[O:4])[c:5]1[s:6][c:7](-[c:16]2[cH:17][c:18]([NH:22][CH:23]3[CH2:24][C:25]([CH3:31])([CH3:32])[CH2:26][C:27]([CH3:29])([CH3:30])[CH2:28]3)[cH:19][cH:20][cH:21]2)[c:8]([Br:15])[c:9]1[O:10][CH2:11][C:12](=[O:13])[NH:34][CH2:35][C:36]([NH2:37])=[O:38]. Reactants: COC(N[C@@H](C(C)C)C(=O)N1[C@@H](C[C@@H](C1)C)C=1NC=C(N1)C1=CC=C(C=C1)Br)=O (((S)-1-{(2S,4S)-2-[4-(4-bromo-phenyl)-1H-imidazol-2-yl]-4-methyl-pyrrolidine-1-carbonyl}-2-methyl-propyl)-carbamic acid methyl ester), ClN1C(CCC1=O)=O (N-chlorosuccinimide). The solvent is C(C)#N (acetonitrile). Conditions: time 8 hour. Product: COC(N[C@@H](C(C)C)C(=O)N1[C@@H](C[C@@H](C1)C)C=1NC(=C(N1)C1=CC=C(C=C1)Br)Cl)=O (((S)-1-{(2S,4S)-2-[4-(4-Bromo-phenyl)-5-chloro-1H-imidazol-2-yl]-4-methyl-pyrrolidine-1-carbonyl}-2-methyl-propyl)-carbamic acid methyl ester). Isolated yield 110.0%. As a reaction SMILES: [CH3:1][O:2][C:3](=[O:29])[NH:4][C@H:5]([C:9]([N:11]1[CH2:15][C@@H:14]([CH3:16])[CH2:13][C@H:12]1[C:17]1[NH:18][CH:19]=[C:20]([C:22]2[CH:27]=[CH:26][C:25]([Br:28])=[CH:24][CH:23]=2)[N:21]=1)=[O:10])[CH:6]([CH3:8])[CH3:7].[Cl:30]N1C(=O)CCC1=O>C(#N)C>[CH3:1][O:2][C:3](=[O:29])[NH:4][C@H:5]([C:9]([N:11]1[CH2:15][C@@H:14]([CH3:16])[CH2:13][C@H:12]1[C:17]1[NH:18][C:19]([Cl:30])=[C:20]([C:22]2[CH:27]=[CH:26][C:25]([Br:28])=[CH:24][CH:23]=2)[N:21]=1)=[O:10])[CH:6]([CH3:8])[CH3:7]. Procedure details: A mixture of ((S)-1-{(2S,4S)-2-[4-(4-bromo-phenyl)-1H-imidazol-2-yl]-4-methyl-pyrrolidine-1-carbonyl}-2-methyl-propyl)-carbamic acid methyl ester (175 mg, 0.38 mmol) and N-chlorosuccinimide (202 mg, 1.51 mmol) in acetonitrile (4 mL) was stirred at RT overnight. The reaction mixture was concentrated by rotary evaporation and purified by silica gel chromatography (24 g silica, 0-100% hexanes/EtOAc) to provide the title intermediate (208 mg) as a brown solid. (m/z): [M+H]+ calcd for C21H2BrClN4O3 4... Reported procedure: Following the procedures as described in Example 241 and starting with 3-(5-bromo-6-fluoropyridin-2-yl)-5-(pyridin-3-yl)-1-((2-(trimethylsilyl)ethoxy)methyl)-1H-pyrazolo[3,4-c]pyridine and (R)-pyrrolidin-3-ol hydrochloride, 293 was obtained as an off-white solid (3.50 mg, 9.60%) over two steps. ESI MS m/z=437.1 (M+1) As a reaction SMILES: [Br:1][C:2]1[CH:3]=[CH:4][C:5]([C:9]2[C:17]3[C:12](=[CH:13][N:14]=[C:15]([C:18]4[CH:19]=[N:20][CH:21]=[CH:22][CH:23]=4)[CH:16]=3)[N:11](COCC[Si](C)(C)C)[N:10]=2)=[N:6][C:7]=1F.Cl.[NH:33]1[CH2:37][CH2:36][C@@H:35]([OH:38])[CH2:34]1>>[Br:1][C:2]1[C:7]([N:33]2[CH2:37][CH2:36][C@@H:35]([OH:38])[CH2:34]2)=[N:6][C:5]([C:9]2[C:17]3[C:12](=[CH:13][N:14]=[C:15]([C:18]4[CH:19]=[N:20][CH:21]=[CH:22][CH:23]=4)[CH:16]=3)[NH:11][N:10]=2)=[CH:4][CH:3]=1 |f:1.2|. Reactants: BrC=1C=CC(=NC1F)C1=NN(C2=CN=C(C=C21)C=2C=NC=CC2)COCC[Si](C)(C)C (3-(5-bromo-6-fluoropyridin-2-yl)-5-(pyridin-3-yl)-1-((2-(trimethylsilyl)ethoxy)methyl)-1H-pyrazolo[3,4-c]pyridine), Cl.N1C[C@@H](CC1)O ((R)-pyrrolidin-3-ol hydrochloride). Product: BrC=1C(=NC(=CC1)C1=NNC2=CN=C(C=C21)C=2C=NC=CC2)N2C[C@@H](CC2)O ((R)-1-(3-bromo-6-(5-(pyridin-3-yl)-1H-pyrazolo[3,4-c]pyridin-3-yl)pyridin-2-yl)pyrrolidin-3-ol). Yield: 9.6%. The reactants are OC1=CC(=CC2=C1C1=C(C(O2)(C)C)SCC1C)C(C)C(CCCCC)C (1,2-dihydro-9-hydroxy-7-(3-methyl-2-octyl)-1,4,4,-trimethyl-4H-thieno[2,3-c][1]benzopyran), desired material, Cl.N1(CCCCC1)CCCC(=O)O (γ-piperidinobutyric acid hydrochloride), C1(CCCCC1)N=C=NC1CCCCC1 (dicyclohexylcarbodiimide). The solvent is C(Cl)Cl (methylene chloride). The product is CC(C(C)C1=CC2=C(C3=C(C(O2)(C)C)SCC3C)C(=C1)OC(CCCN1CCCCC1)=O)CCCCC (1,2-Dihydro-7-(3-methyl-2-octyl)-9-[4-(piperidino) butyryloxy]-1,4,4-trimethyl-4H-thieno[2,3-c][1) benzopyran). As a reaction SMILES: [OH:1][C:2]1[C:7]2[C:8]3[CH:16]([CH3:17])[CH2:15][S:14][C:9]=3[C:10]([CH3:13])([CH3:12])[O:11][C:6]=2[CH:5]=[C:4]([CH:18]([CH:20]([CH3:26])[CH2:21][CH2:22][CH2:23][CH2:24][CH3:25])[CH3:19])[CH:3]=1.Cl.[N:28]1([CH2:34][CH2:35][CH2:36][C:37](O)=[O:38])[CH2:33][CH2:32][CH2:31][CH2:30][CH2:29]1.C1(N=C=NC2CCCCC2)CCCCC1>C(Cl)Cl>[CH3:26][CH:20]([CH2:21][CH2:22][CH2:23][CH2:24][CH3:25])[CH:18]([C:4]1[CH:3]=[C:2]([O:1][C:37](=[O:38])[CH2:36][CH2:35][CH2:34][N:28]2[CH2:33][CH2:32][CH2:31][CH2:30][CH2:29]2)[C:7]2[C:8]3[CH:16]([CH3:17])[CH2:15][S:14][C:9]=3[C:10]([CH3:13])([CH3:12])[O:11][C:6]=2[CH:5]=1)[CH3:19] |f:1.2|. Procedure details: A combination of 2.4 g. (6.4 mmole) of 1,2-dihydro-9-hydroxy-7-(3-methyl-2-octyl)-1,4,4,-trimethyl-4H-thieno[2,3-c][1]benzopyran, 1.33 g. (6.4 mmole) of γ-piperidinobutyric acid hydrochloride, 1.40 g. (6.75 mmole) of dicyclohexylcarbodiimide and 125 ml. of methylene chloride was stirred at room temperature for 18 hours. The reaction mixture was cooled and the byproduct of dicyclohexylurea was removed by filtration. The methylene chloride was distilled off on a rotary evaporator to give a colorle... Starting materials: C1CCC2=NCCCN2CC1, Cc1cnnn1C1CCNC1, CC#N, COc1c(F)c(F)cc2c(=O)c(C(=O)O)cn(C3CC3)c12, Cl. Product: COc1c(N2CCC(n3nncc3C)C2)c(F)cc2c(=O)c(C(=O)O)cn(C3CC3)c12. As a reaction SMILES: [CH2:13]1[CH2:14][CH2:15][C:16]2=[N:21][CH2:20][CH2:19][CH2:18][N:17]2[CH2:22][CH2:23]1.[CH3:2][c:3]1[cH:4][n:5][n:6][n:7]1[CH:8]1[CH2:9][NH:10][CH2:11][CH2:12]1.[CH3:45][C:46]#[N:47].[CH:24]1([n:27]2[cH:28][c:29]([C:42](=[O:43])[OH:44])[c:30](=[O:41])[c:31]3[cH:32][c:33]([F:40])[c:34]([F:39])[c:35]([O:37][CH3:38])[c:36]23)[CH2:25][CH2:26]1.[ClH:1]>>[CH3:2][c:3]1[cH:4][n:5][n:6][n:7]1[CH:8]1[CH2:9][N:10]([c:34]2[c:33]([F:40])[cH:32][c:31]3[c:30](=[O:41])[c:29]([C:42](=[O:43])[OH:44])[cH:28][n:27]([CH:24]4[CH2:25][CH2:26]4)[c:36]3[c:35]2[O:37][CH3:38])[CH2:11][CH2:12]1. Reactants: [Na] (sodium), C(C(=O)OCC)(=O)OCC (diethyl oxalate), CC1=C(C=NC=C1)[N+](=O)[O-] (4-methyl-3-nitropyridine). Run at temperature 20 celsius, time 15 minute. The solvent is C(C)O (ethanol), C(C)O (ethanol). RXN SMILES: [Na].[C:2]([O:9][CH2:10][CH3:11])(=[O:8])[C:3]([O:5]CC)=O.[CH3:12][C:13]1[CH:18]=[CH:17][N:16]=[CH:15][C:14]=1[N+:19]([O-:21])=[O:20]>C(O)C>[N+:19]([C:14]1[CH:15]=[N:16][CH:17]=[CH:18][C:13]=1[CH2:12][C:3](=[O:5])[C:2]([O:9][CH2:10][CH3:11])=[O:8])([O-:21])=[O:20] |^1:0|. Reported procedure: To a solution of 930 mg of sodium in 50 mL of absolute ethanol are rapidly added 26 mL of diethyl oxalate. The reaction medium is stirred for 15 minutes at 20° C. A solution of 3.8 g of 4-methyl-3-nitropyridine in 50 mL of absolute ethanol is then added dropwise over 1 hour. The reaction medium is stirred for 4 hours at a temperature in the region of 20° C. and then concentrated under reduced pressure. The residue is taken up in 100 mL of ethyl ether and then filtered. The solid is stirred with ... Product: [N+](=O)([O-])C=1C=NC=CC1CC(C(=O)OCC)=O (ethyl 3-(3-nitro-4-pyridyl)-2-oxopropionate). Reaction SMILES: [C:1]1([OH:7])[CH:6]=[CH:5][CH:4]=[CH:3][CH:2]=1.[OH-].[K+].C1(C)C(C)=CC=CC=1.[C:18]([O:21][CH2:22][C:23]1[CH:28]=[CH:27][CH:26]=[C:25](Cl)[CH:24]=1)(=[O:20])[CH3:19]>C1(C)C=CC=CC=1>[C:18]([O:21][CH2:22][C:23]1[CH:28]=[CH:27][CH:26]=[C:25]([O:7][C:1]2[CH:6]=[CH:5][CH:4]=[CH:3][CH:2]=2)[CH:24]=1)(=[O:20])[CH3:19] |f:1.2|. Isolated yield 73.0%. Product: C(C)(=O)OCC1=CC(=CC=C1)OC1=CC=CC=C1 (3-phenoxybenzyl acetate). Reactants: C1(=CC=CC=C1)O (phenol), C(C)(=O)OCC1=CC(=CC=C1)Cl (3-chlorobenzyl acetate), [OH-].[K+] (potassium hydroxide), C=1(C(=CC=CC1)C)C (xylene). Procedure: 18.07 g. (0.192 mole) of phenol, 8.42 g. (0.15 mole) of potassium hydroxide and 20 cm3 of xylene are weighed together. The water is azeotropically distilled with stirring and boiling then the xylene is also distilled. To the reaction mixture 1.0 g. of copper(I) chloride and 1.0 g. of activated copper are added and in oil bath of 160° C. 18.07 g. (0.1 mole) of 3-chlorobenzyl acetate are dropped during 70 minutes then stirred at the same temperature for four hours. After cooling 25 cm3. of toluene... Run in C1(=CC=CC=C1)C (toluene).